Dataset: the Open Reaction Database (ORD), a public repository of structured organic reaction records. Task: describe an organic reaction: reactants, conditions, products, and yield Reactants: ClC=1N(C2=CC=CC=C2C1C(=O)O)C1=CC=CC=C1 (2-chloro-1-phenyl-1H-indole-3-carboxylic acid), N1(CCNCC1)C(=O)OC(C)(C)C (tert-butyl 1-piperazinecarboxylate), C(CCl)Cl (EDC), C1=CC2=C(N=C1)N(N=N2)O (HOAT), CN1CCOCC1 (NMM). Run in CN(C)C=O (DMF). Conditions: time 8 hour. The product is C(C)(C)(C)OC(=O)N1CCN(CC1)C(=O)C1=C(N(C2=CC=CC=C12)C1=CC=CC=C1)Cl (4-(2-Chloro-1-phenyl-1H-indole-3-carbonyl)-piperazine-1-carboxylic acid tert-butyl ester). Isolated yield 93.2%. As a reaction SMILES: [Cl:1][C:2]1[N:3]([C:14]2[CH:19]=[CH:18][CH:17]=[CH:16][CH:15]=2)[C:4]2[C:9]([C:10]=1[C:11](O)=[O:12])=[CH:8][CH:7]=[CH:6][CH:5]=2.[N:20]1([C:26]([O:28][C:29]([CH3:32])([CH3:31])[CH3:30])=[O:27])[CH2:25][CH2:24][NH:23][CH2:22][CH2:21]1.C(Cl)CCl.C1C=NC2N(O)N=NC=2C=1.CN1CCOCC1>CN(C=O)C>[C:29]([O:28][C:26]([N:20]1[CH2:25][CH2:24][N:23]([C:11]([C:10]2[C:9]3[C:4](=[CH:5][CH:6]=[CH:7][CH:8]=3)[N:3]([C:14]3[CH:19]=[CH:18][CH:17]=[CH:16][CH:15]=3)[C:2]=2[Cl:1])=[O:12])[CH2:22][CH2:21]1)=[O:27])([CH3:32])([CH3:31])[CH3:30]. Reported procedure: To a solution of 2-chloro-1-phenyl-1H-indole-3-carboxylic acid (cf. CA 1079739) (3.00 g, 11.0 mmol), tert-butyl 1-piperazinecarboxylate (2.06 g, 11.0 mmol), EDC (2.33 g, 12.1 mmol) and HOAT (1.73 g, 12.7 mmol) in DMF (12 ml) was added NMM (3.65 ml, 33.1 mmol), and the reaction mixture was stirred at room temperature overnight. The mixture was quenched with water and extracted with EA. The organic layer was separated, dried over sodium sulfate, filtered, and evaporated under reduced pressure. The... Starting materials: CCOCC, C=C(C)CCOc1ccccc1, F. Product: CC1(C)CCOc2ccccc21. Reaction SMILES: [CH3:14][CH2:15][O:16][CH2:17][CH3:18].[CH3:1][C:2](=[CH2:3])[CH2:4][CH2:5][O:6][c:7]1[cH:8][cH:9][cH:10][cH:11][cH:12]1.[FH:13]>>[CH3:1][C:2]1([CH3:3])[CH2:4][CH2:5][O:6][c:7]2[cH:8][cH:9][cH:10][cH:11][c:12]21. Starting materials: CCCCOCCC(C)CCC=C(C)C, ClCCl, Cc1cccc(C)c1O, [O-][Cl+3]([O-])([O-])O, O. The product is CCCCOCCC(C)CCCC(C)(C)c1cc(C)c(O)c(C)c1. Reaction SMILES: [CH2:10]([CH2:11][CH2:12][CH3:13])[O:14][CH2:15][CH2:16][CH:17]([CH3:18])[CH2:19][CH2:20][CH:21]=[C:22]([CH3:23])[CH3:24].[CH2:30]([Cl:31])[Cl:32].[CH3:1][c:2]1[c:3]([OH:9])[c:4]([CH3:8])[cH:5][cH:6][cH:7]1.[Cl+3:25]([OH:26])([O-:27])([O-:28])[O-:29].[OH2:33]>>[CH3:1][c:2]1[c:3]([OH:9])[c:4]([CH3:8])[cH:5][c:6]([C:22]([CH2:21][CH2:20][CH2:19][CH:17]([CH2:16][CH2:15][O:14][CH2:10][CH2:11][CH2:12][CH3:13])[CH3:18])([CH3:23])[CH3:24])[cH:7]1. The reactants are N (ammonia), C(C1CO1)OC=1C(=CC=CC1)C (o-cresyl glycidyl ether). Yields the product OC(CN)COC1=C(C=CC=C1)C (2-Hydroxy-3-(o-cresyloxy)propylamine). As a reaction SMILES: [NH3:1].[CH2:2]([O:6][C:7]1[C:8]([CH3:13])=[CH:9][CH:10]=[CH:11][CH:12]=1)[CH:3]1[O:5][CH2:4]1>>[OH:5][CH:3]([CH2:2][O:6][C:7]1[CH:12]=[CH:11][CH:10]=[CH:9][C:8]=1[CH3:13])[CH2:4][NH2:1]. Procedure: As previously described, the addition of ammonia to o-cresyl glycidyl ether is carried out in an autoclave. The amine so obtained has a purity of 96% and consists of colourless crystals with a melting point of 64° C. The reactants are tris(dibenzylideneacetone)palladium(0), Cl (HCl), CN (methylamine), BrC1=CC=C(C=C1)OC (4-bromoanisole), C(C)OC(CN=C(C1=CC=CC=C1)C1=CC=CC=C1)=O (N-(diphenylmethylene)glycine ethyl ester), [O-]P(=O)([O-])[O-].[K+].[K+].[K+] (potassium phosphate tribasic). The reagents and catalysts are C(C)(C)(C)P(C(C)(C)C)C(C)(C)C (tri-tert-butylphosphine). Solvent: C1CCOC1 (THF), C1(=CC=CC=C1)C (toluene). Conditions: temperature 100 celsius, time 24 hour. Product: NC(C(=O)NC)C1=CC=C(C=C1)OC (rac 2-Amino-N-methyl-2-(4-methoxy-phenyl)-acetamide). The yield is 60.7%. As a reaction SMILES: Br[C:2]1[CH:7]=[CH:6][C:5]([O:8][CH3:9])=[CH:4][CH:3]=1.C(OC(=O)[CH2:14][N:15]=[C:16](C1C=CC=CC=1)C1C=CC=CC=1)C.[O-:30]P([O-])([O-])=O.[K+].[K+].[K+].[CH3:38][NH2:39].Cl>C1(C)C=CC=CC=1.C1COCC1.C(P(C(C)(C)C)C(C)(C)C)(C)(C)C>[NH2:39][CH:38]([C:2]1[CH:7]=[CH:6][C:5]([O:8][CH3:9])=[CH:4][CH:3]=1)[C:14]([NH:15][CH3:16])=[O:30] |f:2.3.4.5|. Procedure: To a mixture of 4-bromoanisole (1.00 mL, 8.0 mmol), N-(diphenylmethylene)glycine ethyl ester (2.14 g, 8.0 mmol) and potassium phosphate tribasic (5.11 g, 24.1 mmol) in toluene (15 mL) under an argon atmosphere were added tri-tert-butylphosphine (79 μl, 0.32 mmol) and tris(dibenzylideneacetone)palladium(0) (147 mg, 0.16 mmol). The reaction mixture was stirred for 24 h at 100° C. It was filtered over Hyflo® and washed with toluene. The filtrate was concentrated and diluted with methanol (5 mL). At... The reactants are FC=1C=C(C=CC1OC1=C2C(=NC=C1)C=C(S2)I)C2=CN=C1N(C2=O)CCN1C1=CC=CC=C1 (6-(3-fluoro-4-(2-iodothieno[3,2-b]pyridin-7-yloxy)phenyl)-1-phenyl-2,3-dihydroimidazo[1,2-a]pyrimidin-5(1H)-one), N1(CCOCC1)C(=O)C1=CC=C(C=C1)B(O)O (4-(morpholine-4-carbonyl)phenylboronic acid), [Cl-].[Li+] (lithium chloride). Reagents/catalysts: C=1C=CC(=CC1)[P](C=2C=CC=CC2)(C=3C=CC=CC3)[Pd]([P](C=4C=CC=CC4)(C=5C=CC=CC5)C=6C=CC=CC6)([P](C=7C=CC=CC7)(C=8C=CC=CC8)C=9C=CC=CC9)[P](C=1C=CC=CC1)(C=1C=CC=CC1)C=1C=CC=CC1 (Pd(PPh3)4). Run in O1CCOCC1 (dioxane), C(=O)([O-])[O-].[Na+].[Na+] (Na2CO3). Run at temperature 100 celsius, time 50 minute. Yields the product FC=1C=C(C=CC1OC1=C2C(=NC=C1)C=C(S2)C2=CC=C(C=C2)C(=O)N2CCOCC2)C2=CN=C1N(C2=O)CCN1C1=CC=CC=C1 (6-(3-fluoro-4-(2-(4-(morpholine-4-carbonyl)phenyl)thieno[3,2-b]pyridin-7-yloxy)phenyl)-1-phenyl-2,3-dihydroimidazo[1,2-a]pyrimidin-5(1H)-one). As a reaction SMILES: [F:1][C:2]1[CH:3]=[C:4]([C:19]2[C:24](=[O:25])[N:23]3[CH2:26][CH2:27][N:28]([C:29]4[CH:34]=[CH:33][CH:32]=[CH:31][CH:30]=4)[C:22]3=[N:21][CH:20]=2)[CH:5]=[CH:6][C:7]=1[O:8][C:9]1[CH:14]=[CH:13][N:12]=[C:11]2[CH:15]=[C:16](I)[S:17][C:10]=12.[N:35]1([C:41]([C:43]2[CH:48]=[CH:47][C:46](B(O)O)=[CH:45][CH:44]=2)=[O:42])[CH2:40][CH2:39][O:38][CH2:37][CH2:36]1.[Cl-].[Li+]>O1CCOCC1.C([O-])([O-])=O.[Na+].[Na+].C1C=CC([P]([Pd]([P](C2C=CC=CC=2)(C2C=CC=CC=2)C2C=CC=CC=2)([P](C2C=CC=CC=2)(C2C=CC=CC=2)C2C=CC=CC=2)[P](C2C=CC=CC=2)(C2C=CC=CC=2)C2C=CC=CC=2)(C2C=CC=CC=2)C2C=CC=CC=2)=CC=1>[F:1][C:2]1[CH:3]=[C:4]([C:19]2[C:24](=[O:25])[N:23]3[CH2:26][CH2:27][N:28]([C:29]4[CH:34]=[CH:33][CH:32]=[CH:31][CH:30]=4)[C:22]3=[N:21][CH:20]=2)[CH:5]=[CH:6][C:7]=1[O:8][C:9]1[CH:14]=[CH:13][N:12]=[C:11]2[CH:15]=[C:16]([C:46]3[CH:45]=[CH:44][C:43]([C:41]([N:35]4[CH2:40][CH2:39][O:38][CH2:37][CH2:36]4)=[O:42])=[CH:48][CH:47]=3)[S:17][C:10]=12 |f:2.3,5.6.7,^1:69,71,90,109|. Procedure: A suspension of 6-(3-fluoro-4-(2-iodothieno[3,2-b]pyridin-7-yloxy)phenyl)-1-phenyl-2,3-dihydroimidazo[1,2-a]pyrimidin-5(1H)-one (0.035 g, 0.060 mmol), 4-(morpholine-4-carbonyl)phenylboronic acid (0.017 g, 0.0721 mmol), Pd(PPh3)4 (0.003 g, 0.003 mmol) and lithium chloride (0.010 g, 0.240 mmol) in dioxane (1 mL) and 2M aqueous Na2CO3 (1 mL) was stirred at 100° C. for 50 minutes. The reaction mixture was cooled to room temperature and then partitioned between EtOAc and H2O. The layers were separate...